Dataset: the Open Reaction Database (ORD), a public repository of structured organic reaction records. Task: describe an organic reaction: reactants, conditions, products, and yield The reactants are FC1=C(C(=CC=C1F)CO)O (2,3-difluoro-6-(hydroxylmethyl)phenol), C(#N)C1=C(C(=O)C(=C(C1=O)Cl)Cl)C#N (DDQ). Run in ClCCl (dichloromethane), ClCCl (dichloromethane). Run at time 8 hour. Product: FC=1C(=C(C=O)C=CC1F)O (3,4-difluoro-2-hydroxybenzaldehyde). Isolated yield 81.0%. RXN SMILES: [F:1][C:2]1[C:7]([F:8])=[CH:6][CH:5]=[C:4]([CH2:9][OH:10])[C:3]=1[OH:11].C(C1C(=O)C(Cl)=C(Cl)C(=O)C=1C#N)#N>ClCCl>[F:1][C:2]1[C:3]([OH:11])=[C:4]([CH:5]=[CH:6][C:7]=1[F:8])[CH:9]=[O:10]. Reported procedure: To a stirred solution of 2,3-difluoro-6-(hydroxylmethyl)phenol (2.5 g, 15.62 mmol) in dichloromethane (20 mL) was added a suspension of DDQ (5.32 g, 23.43 mmol) in dichloromethane (10 mL) at −5-0° C. The reaction mixture was stirred at room temperature overnight. TLC indicated absence of starting material. Reaction mixture was filtered through a bed of celite and the filtrate was concentrated in vacuum. The crude compound was purified by column chromatography over silica gel using dichloromethan... Starting materials: C(C)(=O)OCC (ethyl acetate), ClC1=C(CNC(OC)=O)C=C(C=C1)CO (methyl N-(2-chloro-5-hydroxymethylbenzyl)carbamate), O (water), P(Br)(Br)Br (phosphorus tribromide). Solvent: COCCOC (ethylene glycol dimethyl ether). Run at time 1 hour. Yields the product BrCC=1C=CC(=C(CNC(OC)=O)C1)Cl (methyl N-(5-bromomethyl-2-chlorobenzyl)carbamate). Isolated yield 209.0%. RXN SMILES: [Cl:1][C:2]1[CH:13]=[CH:12][C:11]([CH2:14]O)=[CH:10][C:3]=1[CH2:4][NH:5][C:6](=[O:9])[O:7][CH3:8].P(Br)(Br)[Br:17].O.C(OCC)(=O)C>COCCOC>[Br:17][CH2:14][C:11]1[CH:12]=[CH:13][C:2]([Cl:1])=[C:3]([CH:10]=1)[CH2:4][NH:5][C:6](=[O:9])[O:7][CH3:8]. Reported procedure: 6.2 g of methyl N-(2-chloro-5-hydroxymethylbenzyl)carbamate was dissolved in 50 ml of ethylene glycol dimethyl ether, and 2.7 g of phosphorus tribromide was dropwise added to this solution at −20° C., followed by stirring at room temperature for 1 hour. After completion of the reaction, water was added to the reaction solution, extraction with ethyl acetate was carried out, followed by washing with an aqueous sodium hydrogencarbonate solution, and the organic layer was dried over anhydrous magne... Starting materials: C(C)(C)(C)OC(=O)N1C(CCC1)C1=CC=C(C=C1)Br (2-(4-Bromo-phenyl)-pyrrolidine-1-carboxylic acid tert-butyl ester), [Li+].C[Si](C)(C)[N-][Si](C)(C)C (LiHMDS), [H+].[B-](F)(F)(F)F (HBF4), C(Cl)(Cl)Cl (CHCl3), P(C(C)(C)C)(C(C)(C)C)C(C)(C)C (P(tBu)3). The reagents and catalysts are C=1C=CC(=CC1)/C=C/C(=O)/C=C/C2=CC=CC=C2.C=1C=CC(=CC1)/C=C/C(=O)/C=C/C2=CC=CC=C2.C=1C=CC(=CC1)/C=C/C(=O)/C=C/C2=CC=CC=C2.[Pd].[Pd] (Pd2(dba)3). The solvent is C1(=CC=CC=C1)C (Toluene). Conditions: time 8 hour. The product is C(C)(C)(C)OC(=O)N1C(CCC1)C1=CC=C(C=C1)N (2-(4-Amino-phenyl)-pyrrolidine-1-carboxylic acid tert-butyl ester). The yield is 82.9%. As a reaction SMILES: [Li+].C[Si]([N-:6][Si](C)(C)C)(C)C.C(Cl)(Cl)Cl.P(C(C)(C)C)(C(C)(C)C)C(C)(C)C.[H+].[B-](F)(F)(F)F.[C:34]([O:38][C:39]([N:41]1[CH2:45][CH2:44][CH2:43][CH:42]1[C:46]1[CH:51]=[CH:50][C:49](Br)=[CH:48][CH:47]=1)=[O:40])([CH3:37])([CH3:36])[CH3:35]>C1C=CC(/C=C/C(/C=C/C2C=CC=CC=2)=O)=CC=1.C1C=CC(/C=C/C(/C=C/C2C=CC=CC=2)=O)=CC=1.C1C=CC(/C=C/C(/C=C/C2C=CC=CC=2)=O)=CC=1.[Pd].[Pd].C1(C)C=CC=CC=1>[C:34]([O:38][C:39]([N:41]1[CH2:45][CH2:44][CH2:43][CH:42]1[C:46]1[CH:51]=[CH:50][C:49]([NH2:6])=[CH:48][CH:47]=1)=[O:40])([CH3:37])([CH3:36])[CH3:35] |f:0.1,4.5,7.8.9.10.11|. Procedure: LiHMDS (1.6 g, 9.6 mmol) is added to a 100 mL round bottom flask. Toluene (20 mL) is added followed by addition of Pd2(dba)3.CHCl3 (50 mg, 0.05 mmol) and P(tBu)3.HBF4 (40 mg, 0.14 mmol). 2-(4-Bromo-phenyl)-pyrrolidine-1-carboxylic acid tert-butyl ester (1.5 g, 4.6 mmol) is added to the flask. After degasing, the mixture is stirred at room temperature overnight. After TLC suggested no starting bromide is left, the reaction mixture is diluted with ether and poured into dilute HCl (aq). The ether l... Reactants: C(C(=C)C)(=O)OCCC#N (β-cyanoethyl methacrylate), C(C=C)(=O)OCCC#N (β-cyanoethyl acrylate). The product is C(C=C)(=O)N.C(C(=C)C)(=O)OCCC#N (acrylamide β-cyanoethyl methacrylate). As a reaction SMILES: [C:1]([O:6][CH2:7][CH2:8][C:9]#[N:10])(=[O:5])[C:2]([CH3:4])=[CH2:3].C(OCCC#N)(=[O:14])C=C>>[C:9]([NH2:10])(=[O:14])[CH:8]=[CH2:7].[C:1]([O:6][CH2:7][CH2:8][C:9]#[N:10])(=[O:5])[C:2]([CH3:4])=[CH2:3] |f:2.3|. Procedure: The procedure of Example I was followed with 3.48 g of β-cyanoethyl methacrylate (commercially available from Union Carbide Corp., New York, New York) instead of β-cyanoethyl acrylate. The reactants are BrC=1C=C(C(=O)OC)C=CC1 (methyl 3-bromobenzoate), C([O-])([O-])=O.[K+].[K+] (potassium carbonate), S1C=C(C=C1)B(O)O (3-thiopheneboronic acid). Reagents/catalysts: C=1C=CC(=CC1)[P](C=2C=CC=CC2)(C=3C=CC=CC3)[Pd]([P](C=4C=CC=CC4)(C=5C=CC=CC5)C=6C=CC=CC6)([P](C=7C=CC=CC7)(C=8C=CC=CC8)C=9C=CC=CC9)[P](C=1C=CC=CC1)(C=1C=CC=CC1)C=1C=CC=CC1 (tetrakis(triphenylphosphine)palladium(0)). Run in O1CCOCC1 (dioxane), O (Water). Reaction conditions: temperature 100 celsius. Yields the product S1C=C(C=C1)C=1C=C(C(=O)OC)C=CC1 (methyl 3-(thiophen-3-yl)benzoate). Isolated yield 98.3%. As a reaction SMILES: Br[C:2]1[CH:3]=[C:4]([CH:9]=[CH:10][CH:11]=1)[C:5]([O:7][CH3:8])=[O:6].C(=O)([O-])[O-].[K+].[K+].[S:18]1[CH:22]=[CH:21][C:20](B(O)O)=[CH:19]1>O1CCOCC1.O.C1C=CC([P]([Pd]([P](C2C=CC=CC=2)(C2C=CC=CC=2)C2C=CC=CC=2)([P](C2C=CC=CC=2)(C2C=CC=CC=2)C2C=CC=CC=2)[P](C2C=CC=CC=2)(C2C=CC=CC=2)C2C=CC=CC=2)(C2C=CC=CC=2)C2C=CC=CC=2)=CC=1>[S:18]1[CH:22]=[CH:21][C:20]([C:2]2[CH:3]=[C:4]([CH:9]=[CH:10][CH:11]=2)[C:5]([O:7][CH3:8])=[O:6])=[CH:19]1 |f:1.2.3,^1:36,38,57,76|. Procedure details: Nitrogen (gas) was bubbled through the solution of methyl 3-bromobenzoate (50 mg, 0.233 mmol), potassium carbonate (96 mg, 0.698 mmol) and 3-thiopheneboronic acid (59.5 mg, 0.465 mmol) in dioxane (2 mL) and Water (0.2 mL) for 5 minutes. tetrakis(triphenylphosphine)palladium(0) (26.9 mg, 0.023 mmol) was added and again nitrogen was bubbled through the solution for 5 minutes. The reaction mixture was heated overnight at 100° C. and concentrated to dryness. Purified by chromatography (20% EtOAc in ... The reactants are [Br-], BrCCCCCCBr, CC(C)(C)[Si](C)(C)OCCO, CCCC[N+](CCCC)(CCCC)CCCC, [Na+], [OH-], O. The product is CC(C)(C)[Si](C)(C)OCCOCCCCCCBr. As a reaction SMILES: [Br-:22].[Br:12][CH2:13][CH2:14][CH2:15][CH2:16][CH2:17][CH2:18][Br:19].[C:1]([CH3:2])([CH3:3])([CH3:4])[Si:5]([O:6][CH2:7][CH2:8][OH:9])([CH3:10])[CH3:11].[CH3:23][CH2:24][CH2:25][CH2:26][N+:27]([CH2:28][CH2:29][CH2:30][CH3:31])([CH2:32][CH2:33][CH2:34][CH3:35])[CH2:36][CH2:37][CH2:38][CH3:39].[Na+:21].[OH-:20].[OH2:40]>>[C:1]([CH3:2])([CH3:3])([CH3:4])[Si:5]([O:6][CH2:7][CH2:8][O:9][CH2:18][CH2:17][CH2:16][CH2:15][CH2:14][CH2:13][Br:12])([CH3:10])[CH3:11].